Dataset: the Open Reaction Database (ORD), a public repository of structured organic reaction records. Task: describe an organic reaction: reactants, conditions, products, and yield Reactants: O1C(CCCC1)OCCCCCCCCCCC#CCC (14-[(tetrahydro-2H-pyran-2-yl)oxy]-3-tetradecyne). The reagents and catalysts are [Ni] (nickel). The product is olefin, O1C(CCCC1)OCCCCCCCCCC\C=C/CC (14-[(tetrahydro-2H-pyran-2-yl)oxy]-(Z)-3-tetradecene). Reaction SMILES: [O:1]1[CH2:6][CH2:5][CH2:4][CH2:3][CH:2]1[O:7][CH2:8][CH2:9][CH2:10][CH2:11][CH2:12][CH2:13][CH2:14][CH2:15][CH2:16][CH2:17][C:18]#[C:19][CH2:20][CH3:21]>[Ni]>[O:1]1[CH2:6][CH2:5][CH2:4][CH2:3][CH:2]1[O:7][CH2:8][CH2:9][CH2:10][CH2:11][CH2:12][CH2:13][CH2:14][CH2:15][CH2:16][CH2:17]/[CH:18]=[CH:19]\[CH2:20][CH3:21]. Procedure: The compounds in the composition are available commercially or can be prepared synthetically in accordance with the procedure described by S. Voerman in Agric. Ecosystems Environ. 21 31-41 (1988). The synthesis of I is shown in FIG. 1. In brief, 1,10-decanediol (III) is reacted with concentrated hydrochloric acid. Continuous extraction of the reaction mixture with petroleum ether (b.p. 100°-140° C.) gives 10-chlorodecan-1-ol (IV) free of dichloride. IV is reacted with an equimolar quantity of di... The reactants are ClC1=C(C=CC=C1)C1=C2CC(C(N(C2=CC(=C1)O)C1=C(C=CC=C1Cl)Cl)=O)C (5-(2-chlorophenyl)-1-(2,6-dichlorophenyl)-7-hydroxy-3-methyl-3,4-dihydroquinolin-2(1H)-one), C1=CC=C(C=C1)P(C2=CC=CC=C2)C3=CC=CC=C3 (Ph3P), N1(CCCCC1)CCO (1-piperidine ethanol). Solvent: N(=NC(=O)OCC)C(=O)OCC (diethyl azodicarboxylate). Product: ClC1=C(C=CC=C1)C1=C2CC(C(N(C2=CC(=C1)OCCN1CCCCC1)C1=C(C=CC=C1Cl)Cl)=O)C (5-(2-Chlorophenyl)-1-(2,6-dichlorophenyl)-3-methyl-7-(2-piperidin-1-ylethoxy)-3,4-dihydroquinolin-2(1H)-one). Reaction SMILES: [Cl:1][C:2]1[CH:7]=[CH:6][CH:5]=[CH:4][C:3]=1[C:8]1[CH:17]=[C:16]([OH:18])[CH:15]=[C:14]2[C:9]=1[CH2:10][CH:11]([CH3:28])[C:12](=[O:27])[N:13]2[C:19]1[C:24]([Cl:25])=[CH:23][CH:22]=[CH:21][C:20]=1[Cl:26].C1C=CC(P(C2C=CC=CC=2)C2C=CC=CC=2)=CC=1.[N:48]1([CH2:54][CH2:55]O)[CH2:53][CH2:52][CH2:51][CH2:50][CH2:49]1>N(C(OCC)=O)=NC(OCC)=O>[Cl:1][C:2]1[CH:7]=[CH:6][CH:5]=[CH:4][C:3]=1[C:8]1[CH:17]=[C:16]([O:18][CH2:55][CH2:54][N:48]2[CH2:53][CH2:52][CH2:51][CH2:50][CH2:49]2)[CH:15]=[C:14]2[C:9]=1[CH2:10][CH:11]([CH3:28])[C:12](=[O:27])[N:13]2[C:19]1[C:20]([Cl:26])=[CH:21][CH:22]=[CH:23][C:24]=1[Cl:25]. Procedure details: The title compound was prepared from 7 mg of 5-(2-chlorophenyl)-1-(2,6-dichlorophenyl)-7-hydroxy-3-methyl-3,4-dihydroquinolin-2(1H)-one, 40 mg of Ph3P, 20 μL of 1-piperidine ethanol, and 20 μL of diethyl azodicarboxylate by a procedure analogous to that described in EXAMPLE 2. Mass spectrum (ESI) 545 (M+1). RXN SMILES: [Cl:1][c:2]1[c:3]([NH:33][c:34]2[n:35][nH:36][c:37]([CH3:39])[cH:38]2)[n:4][c:5]([NH:8][c:9]2[cH:10][c:11]([CH3:32])[c:12]([CH:16]3[CH2:17][C:18](=[O:31])[N:19]([CH2:22][c:23]4[cH:24][cH:25][c:26]([O:27][CH3:28])[cH:29][cH:30]4)[CH2:20][CH2:21]3)[cH:13][c:14]2[CH3:15])[n:6][cH:7]1.[F:40][C:41]([F:42])([F:43])[C:44]([OH:45])=[O:46]>>[Cl:1][c:2]1[c:3]([NH:33][c:34]2[n:35][nH:36][c:37]([CH3:39])[cH:38]2)[n:4][c:5]([NH:8][c:9]2[cH:10][c:11]([CH3:32])[c:12]([CH:16]3[CH2:17][C:18](=[O:31])[NH:19][CH2:20][CH2:21]3)[cH:13][c:14]2[CH3:15])[n:6][cH:7]1. Yields the product Cc1cc(Nc2nc(Nc3cc(C)c(C4CCNC(=O)C4)cc3C)ncc2Cl)n[nH]1. The reactants are COc1ccc(CN2CCC(c3cc(C)c(Nc4ncc(Cl)c(Nc5cc(C)[nH]n5)n4)cc3C)CC2=O)cc1, O=C(O)C(F)(F)F. Starting materials: N1CCCCC1 (piperidine), OC=1C=C(C=CC=O)C=CC1O (3,4-dihydroxycinnamaldehyde), C(#N)CC(=O)NCC1=CC(=CC=C1)F (2-cyano-N-(3-fluorobenzyl)acetamide). Solvent: C(C)O (ethanol). The product is FC=1C=C(CNC(=O)\C(\C#N)=C\C=C\C2=CC(=C(C=C2)O)O)C=CC1 ((E,E)-2-(3-Fluorobenzylaminocarbonyl)-3-(3,4-dihydroxystyryl)acrylonitrile). RXN SMILES: N1CCCCC1.[OH:7][C:8]1[CH:9]=[C:10]([CH:15]=[CH:16][C:17]=1[OH:18])[CH:11]=[CH:12][CH:13]=O.[C:19]([CH2:21][C:22]([NH:24][CH2:25][C:26]1[CH:31]=[CH:30][CH:29]=[C:28]([F:32])[CH:27]=1)=[O:23])#[N:20]>C(O)C>[F:32][C:28]1[CH:27]=[C:26]([CH:31]=[CH:30][CH:29]=1)[CH2:25][NH:24][C:22](/[C:21](=[CH:13]/[CH:12]=[CH:11]/[C:10]1[CH:15]=[CH:16][C:17]([OH:18])=[C:8]([OH:7])[CH:9]=1)/[C:19]#[N:20])=[O:23]. Reported procedure: The compound was prepared as described in Example 37 by adding piperidine to a solution of 3,4-dihydroxycinnamaldehyde (35 mg, 0.2 mmol) and 2-cyano-N-(3-fluorobenzyl)acetamide (38 mg, 0.2 mmol) in ethanol. After recrystallization from ethanol-water a yellow solid was obtained (51 mg, 75%). The product gave the following analytical data: Reactants: FC(C(=O)OCC)(F)F (Ethyl trifluoroacetate), Cl (hydrochloric acid), C[O-].[Na+] (sodium methoxide), ClC1=CC=C2C(CCSC2=C1Cl)=O (7,8-dichlorothiochroman-4-one). Run in CCOCC (ether). Reaction conditions: time 19.4 hour. The product is ClC1=CC=C2C(C(CSC2=C1Cl)C(C(F)(F)F)=O)=O (7,8-dichloro-3-(trifluoroacetyl)thiochroman-4-one). Reaction SMILES: [F:1][C:2]([F:9])([F:8])[C:3]([O:5]CC)=O.C[O-].[Na+].[Cl:13][C:14]1[C:23]([Cl:24])=[C:22]2[C:17]([C:18](=[O:25])[CH2:19][CH2:20][S:21]2)=[CH:16][CH:15]=1.Cl>CCOCC>[Cl:13][C:14]1[C:23]([Cl:24])=[C:22]2[C:17]([C:18](=[O:25])[CH:19]([C:3](=[O:5])[C:2]([F:1])([F:8])[F:9])[CH2:20][S:21]2)=[CH:16][CH:15]=1 |f:1.2|. Reported procedure: Ethyl trifluoroacetate (0.29 g, 2.0 mmol) was placed in a round bottom flask, and dissolved in ether (12 mL). To the stirred solution was added sodium methoxide (25%) (0.84 g, 3.9 mmol), followed by 7,8-dichlorothiochroman-4-one from Step 2 (0.42 g, 1.8 mmol). The reaction was stirred at room temperature overnight (19.4 hours) and treated with 3N hydrochloric acid. The organic layer was collected, washed with brine, dried over MgSO4, and concentrated in vacuo to give a brown oily solid which was... Starting materials: BrCC1CC1, O=C([O-])[O-], CN(C)C=O, Cc1[nH]nc(OC2OC(CO)C(O)C(O)C2O)c1Cc1ccc(OC(C)C)cc1, [Cs+], [Cs+], [I-], [Na+], O. The product is Cc1c(Cc2ccc(OC(C)C)cc2)c(OC2OC(CO)C(O)C(O)C2O)nn1CC1CC1. As a reaction SMILES: [Br:38][CH2:39][CH:40]1[CH2:41][CH2:42]1.[C:30](=[O:31])([O-:32])[O-:33].[CH3:43][N:44]([CH3:45])[CH:46]=[O:47].[CH:1]1([O:12][c:13]2[n:14][nH:15][c:16]([CH3:29])[c:17]2[CH2:18][c:19]2[cH:20][cH:21][c:22]([O:25][CH:26]([CH3:27])[CH3:28])[cH:23][cH:24]2)[CH:2]([OH:3])[CH:4]([OH:5])[CH:6]([OH:7])[CH:8]([CH2:10][OH:11])[O:9]1.[Cs+:34].[Cs+:35].[I-:37].[Na+:36].[OH2:48]>>[CH:1]1([O:12][c:13]2[n:14][n:15]([CH2:39][CH:40]3[CH2:41][CH2:42]3)[c:16]([CH3:29])[c:17]2[CH2:18][c:19]2[cH:20][cH:21][c:22]([O:25][CH:26]([CH3:27])[CH3:28])[cH:23][cH:24]2)[CH:2]([OH:3])[CH:4]([OH:5])[CH:6]([OH:7])[CH:8]([CH2:10][OH:11])[O:9]1.